From a dataset of the Open Reaction Database (ORD), a public repository of structured organic reaction records. describe an organic reaction: reactants, conditions, products, and yield RXN SMILES: [N:1]1C=CC=CC=1.Br[CH2:8][C:9](=O)[C:10]([O:12][CH2:13][CH3:14])=[O:11].[NH2:16][C:17]1[C:22]([CH:23]=O)=[CH:21][N:20]=[C:19]([Br:25])[CH:18]=1.N1CCCC1>CCO>[NH2:1][C:8]1[C:9]([C:10]([O:12][CH2:13][CH3:14])=[O:11])=[N:16][C:17]2[C:22]([CH:23]=1)=[CH:21][N:20]=[C:19]([Br:25])[CH:18]=2. The reactants are NC1=CC(=NC=C1C=O)Br (4-amino-6-bromonicotinaldehyde), N1=CC=CC=C1 (pyridine), N1CCCC1 (Pyrrolidine), N1=CC=CC=C1 (pyridine), BrCC(C(=O)OCC)=O (ethyl bromopyruvate). Reported procedure: A solution of pyridine (0.11 mL, 1.4 mmol) and ethyl bromopyruvate (0.19 mL, 1.5 mmol) in EtOH (2.2 mL) was stirred at 70° C. in a sealed vial for 16 h. The reaction mixture was allowed to cool to ambient temperature prior and a solution of 4-amino-6-bromonicotinaldehyde (0.278 g, 1.38 mmol) and pyridine (0.67 mL, 8.3 mmol) in EtOH (1 mL) was then added. The resulting mixture was heated at 100° C. in a sealed vial for 16 h. Stirring was continued at 100° C. for an additional 24 h. Pyrrolidine (0... Run at time 24 hour. Product: NC=1C(=NC2=CC(=NC=C2C1)Br)C(=O)OCC (Ethyl 3-amino-7-bromo-1,6-naphthyridine-2-carboxylate). The solvent is CCO (EtOH), CCO (EtOH).